This data is from the Open Reaction Database (ORD), a public repository of structured organic reaction records. The task is: describe an organic reaction: reactants, conditions, products, and yield Starting materials: O (water), C(C)(C)(C)C1(OC1)C1OC(OC1)(C)C (2-t-butyl-2-(2,2-dimethyl-1,3-dioxolan-4-yl)-oxirane), N1N=NC=C1 (triazole), [OH-].[Na+] (sodium hydroxide), CN(C=O)C (dimethylformamide). Conditions: temperature 100 celsius, time 10 hour. Product: CC(C(O)(CN1N=CN=C1)C1OC(OC1)(C)C)(C)C (2,2-dimethyl-1-(2,2-dimethyl-1,3-dioxolan-4-yl)-1-(1,2,4-triazol-1-yl-methyl)-propan-1-ol). Isolated yield 26.0%. RXN SMILES: [C:1]([C:5]1([CH:8]2[CH2:12][O:11][C:10]([CH3:14])([CH3:13])[O:9]2)[CH2:7][O:6]1)([CH3:4])([CH3:3])[CH3:2].N1C=[CH:18][N:17]=[N:16]1.[OH-].[Na+].O.[CH3:23][N:24](C)C=O>>[CH3:2][C:1]([CH3:4])([CH3:3])[C:5]([CH:8]1[CH2:12][O:11][C:10]([CH3:14])([CH3:13])[O:9]1)([CH2:7][N:17]1[CH:18]=[N:24][CH:23]=[N:16]1)[OH:6] |f:2.3|. Procedure: 12.4 g (0.062 mol) of 2-t-butyl-2-(2,2-dimethyl-1,3-dioxolan-4-yl)-oxirane, 5.1 g (0.074 mol) of triazole and 3 g (0.074 mol) of sodium hydroxide are dissolved in 60 ml of dimethylformamide and the mixture is stirred at 100° C. for 10 hours. For working up, the cooled reaction mixture is introduced into water and extracted with ethyl acetate, the organic phase is washed with water, dried over sodium sulphate and concentrated in vacuo and the residue is purified by column chromatography on silica... Reactants: [H-].[Na+] (sodium hydride), O1CCCC1 (tetrahydrofuran), Br[C@@H]1COC2=C([C@H]1O)C=C(C=C2)OC (trans-3-bromo-4-hydroxy-6-methoxy-3,4-dihydro-2H-[1]-benzopyran), O1CCCC1 (tetrahydrofuran). Reaction conditions: time 30 minute. Yields the product COC=1C=CC2=C(CC(CO2)=O)C1 (6-methoxy-2H-[1]-benzopyran-3-one). RXN SMILES: [H-].[Na+].Br[C@H:4]1[C@H:9](O)[C:8]2[CH:11]=[C:12]([O:15][CH3:16])[CH:13]=[CH:14][C:7]=2[O:6][CH2:5]1.[O:17]1CCCC1>>[CH3:16][O:15][C:12]1[CH:13]=[CH:14][C:7]2[O:6][CH2:5][C:4](=[O:17])[CH2:9][C:8]=2[CH:11]=1 |f:0.1|. Procedure details: To a suspension of 2.0 g sodium hydride in 100 ml of dry tetrahydrofuran is added with stirring a solution of 20 g of trans-3-bromo-4-hydroxy-6-methoxy-3,4-dihydro-2H-[1]-benzopyran in 200 ml of dry tetrahydrofuran in a dropwise fashion. After 30 minutes stirring at room temperature, the reaction mixture is filtered through filter-cel and the solvent is removed in vacuo. The residue is dissolved in 100 ml of toluene, 1.0 g of anhydrous zinc iodide is added and the mixture is heated at 80° for 1 ...